From a dataset of the Open Reaction Database (ORD), a public repository of structured organic reaction records. describe an organic reaction: reactants, conditions, products, and yield Starting materials: NCCNC=1C=C(C=2C(NC3=CC=C(C1C23)F)=O)C=2NC=CC2 (5-(2-amino-ethylamino)-6-fluoro-3-(1H-pyrrol-2-yl)-1H-benzo[cd]indol-2-one), CS(=O)(=O)O (methanesulfonic acid). The solvent is O1CCOCC1 (1,4-dioxane), O1CCOCC1 (1,4-dioxane). Conditions: time 10 minute. Yields the product CS(=O)(=O)O.NCCNC=1C=C(C=2C(NC3=CC=C(C1C23)F)=O)C=2NC=CC2 (5-(2-amino-ethylamino)-6-fluoro-3-(1H-pyrrol-2-yl)-1H-benzo[cd]indol-2-one methanesulfonic acid salt). As a reaction SMILES: [NH2:1][CH2:2][CH2:3][NH:4][C:5]1[CH:6]=[C:7]([C:19]2[NH:20][CH:21]=[CH:22][CH:23]=2)[C:8]2[C:9](=[O:18])[NH:10][C:11]3[C:16]=2[C:15]=1[C:14]([F:17])=[CH:13][CH:12]=3.[CH3:24][S:25]([OH:28])(=[O:27])=[O:26]>O1CCOCC1>[CH3:24][S:25]([OH:28])(=[O:27])=[O:26].[NH2:1][CH2:2][CH2:3][NH:4][C:5]1[CH:6]=[C:7]([C:19]2[NH:20][CH:21]=[CH:22][CH:23]=2)[C:8]2[C:9](=[O:18])[NH:10][C:11]3[C:16]=2[C:15]=1[C:14]([F:17])=[CH:13][CH:12]=3 |f:3.4|. Procedure: 5-(2-Amino-ethylamino)-6-fluoro-3-(1H-pyrrol-2-yl)-1H-benzo[cd]indol-2-one (from Example 9 above) (1.38 g, 4.4 mmol) was dissolved in hot 1,4-dioxane (100 mL) and the solution was filtered through a glass filter. To the clear filtrate was added dropwise a solution of methanesulfonic acid (Aldrich, 380 mg, 3.95 mmol) in 1,4-dioxane (5 mL) at room temperature and the mixture was then allowed to stir for 10 minutes. The precipitate was collected and washed with 1,4-dioxane, ether and dried in vacuo... The reactants are C1(CCCC1)C1=CC=C(C=C1)O (4-cyclopentylphenol), C(C(C)C)NCC(C)C (diisobutylamine), S(=O)(=O)(Cl)Cl (Sulfuryl chloride). Solvent: C1(=CC=CC=C1)C (toluene). Yields the product ClC1=C(C=CC(=C1)C1CCCC1)O (2-chloro-4-cyclopentylphenol). RXN SMILES: [CH:1]1([C:6]2[CH:11]=[CH:10][C:9]([OH:12])=[CH:8][CH:7]=2)[CH2:5][CH2:4][CH2:3][CH2:2]1.C(NCC(C)C)C(C)C.S(Cl)([Cl:25])(=O)=O>C1(C)C=CC=CC=1>[Cl:25][C:10]1[CH:11]=[C:6]([CH:1]2[CH2:2][CH2:3][CH2:4][CH2:5]2)[CH:7]=[CH:8][C:9]=1[OH:12]. Procedure details: A solution of 4-cyclopentylphenol (4 g) and diisobutylamine (0.35 mL) in toluene (75 mL) was heated to 70° C. with stirring. Sulfuryl chloride (2.0 mL) was introduced via syringe and the reaction stirred for 2 h at 70° C., then cooled to room temperature. The reaction mixture was concentrated in vacuo and the resulting oil subjected to chromatography on silica gel using hexane/ethyl acetate eluent to afford the title compound (3.5 g). 1H NMR (400 MHz, CDCl3): δ 7.19 (d, 1H, J=2.0 Hz); 7.06 (dd, ... Reactants: [BH4-], NC1CCN(C(=O)c2cc(Cl)cc(Cl)c2)C(Cc2ccccc2)C1, Cc1ccccc1, CO, [Mg+2], [Na+], O=S(=O)([O-])[O-], O=Cc1ccnc2ccccc12. Product: O=C(c1cc(Cl)cc(Cl)c1)N1CCC(NCc2ccnc3ccccc23)CC1Cc1ccccc1. Reaction SMILES: [BH4-:43].[CH2:1]([c:2]1[cH:3][cH:4][cH:5][cH:6][cH:7]1)[CH:8]1[N:9]([C:15]([c:16]2[cH:17][c:18]([Cl:23])[cH:19][c:20]([Cl:22])[cH:21]2)=[O:24])[CH2:10][CH2:11][CH:12]([NH2:14])[CH2:13]1.[CH3:45][c:46]1[cH:47][cH:48][cH:49][cH:50][cH:51]1.[CH3:52][OH:53].[Mg+2:37].[Na+:44].[O-:38][S:39](=[O:40])(=[O:41])[O-:42].[n:25]1[cH:26][cH:27][c:28]([CH:35]=[O:36])[c:29]2[cH:30][cH:31][cH:32][cH:33][c:34]12>>[CH2:1]([c:2]1[cH:3][cH:4][cH:5][cH:6][cH:7]1)[CH:8]1[N:9]([C:15]([c:16]2[cH:17][c:18]([Cl:23])[cH:19][c:20]([Cl:22])[cH:21]2)=[O:24])[CH2:10][CH2:11][CH:12]([NH:14][CH2:35][c:28]2[cH:27][cH:26][n:25][c:34]3[c:29]2[cH:30][cH:31][cH:32][cH:33]3)[CH2:13]1. Reactants: ClCCNC(=O)N(C1[C@H](O)[C@@H](O)[C@H](O)[C@H](O1)CO)CCCC (1-(2-chloroethyl)-3-n-butyl-3-D-glucopyranosylurea), N(=O)[O-].[Na+] (sodium nitrite). The solvent is C(=O)O (formic acid). Conditions: time 40 minute. Yields the product ClCCN(C(=O)N(C1[C@H](O)[C@@H](O)[C@H](O)[C@H](O1)CO)CCCC)N=O (1-(2-chloroethyl)-1-nitroso-3-n-butyl-3-D-glucopyranosylurea). RXN SMILES: [Cl:1][CH2:2][CH2:3][NH:4][C:5]([N:7]([CH2:19][CH2:20][CH2:21][CH3:22])[CH:8]1[O:16][C@H:15]([CH2:17][OH:18])[C@@H:13]([OH:14])[C@H:11]([OH:12])[C@H:9]1[OH:10])=[O:6].[N:23]([O-])=[O:24].[Na+]>C(O)=O>[Cl:1][CH2:2][CH2:3][N:4]([N:23]=[O:24])[C:5]([N:7]([CH2:19][CH2:20][CH2:21][CH3:22])[CH:8]1[O:16][C@H:15]([CH2:17][OH:18])[C@@H:13]([OH:14])[C@H:11]([OH:12])[C@H:9]1[OH:10])=[O:6] |f:1.2|. Procedure: 2.2 g of 1-(2-chloroethyl)-3-n-butyl-3-D-glucopyranosylurea are dissolved in 10 ml of formic acid, and one g of sodium nitrite is added gradually thereto at 0° to 5° C. for 40 minutes under stirring. The mixture is further stirred at the same temperature for 1.5 hours. After the reaction, the mixture is treated in the same manner as described in Example 5-(2). 1.0 g of 1-(2-chloroethyl)-1-nitroso-3-n-butyl-3-D-glucopyranosylurea is thereby obtained as pale yellow caramel. Starting materials: C1(CCCCC1)N(C(OCCl)=O)CC (chloromethyl N-cyclohexyl-N-ethylcarbamate), O[C@H](C)[C@@H]1[C@@H]2N(C(=C([C@@H]2C)S\C=C/C2=C(N=CS2)CO)C(=O)[O-])C1=O.[Na+] (sodium (1R,5S,6S)-6-((1R)-1-hydroxyethyl)-2-[[(Z)-2-(4-hydroxymethyl-thiazol-5-yl)ethen-1-yl]thio]-1-methyl-1-carbapen-2-em-3-carboxylate). The product is O[C@H](C)[C@@H]1[C@@H]2N(C(=C([C@@H]2C)S\C=C/C2=C(N=CS2)CO)C(=O)OCOC(=O)N(CC)C2CCCCC2)C1=O (N-Cyclohexyl-N-ethylaminocarbonyloxymethyl (1R,5S,6S)-6-((1R)-1-hydroxyethyl)-2-[[(Z)-2-(4-hydroxymethyl-thiazol-5-yl)ethen-1-yl]thio]-1-methyl-1-carbapen-2-em-3-carboxylate). Isolated yield 67.9%. As a reaction SMILES: [CH:1]1([N:7]([CH2:13][CH3:14])[C:8](=[O:12])[O:9][CH2:10]Cl)[CH2:6][CH2:5][CH2:4][CH2:3][CH2:2]1.[OH:15][C@@H:16]([C@H:18]1[C:38](=[O:39])[N:20]2[C:21]([C:35]([O-:37])=[O:36])=[C:22]([S:25]/[CH:26]=[CH:27]\[C:28]3[S:32][CH:31]=[N:30][C:29]=3[CH2:33][OH:34])[C@H:23]([CH3:24])[C@H:19]12)[CH3:17].[Na+]>>[OH:15][C@@H:16]([C@H:18]1[C:38](=[O:39])[N:20]2[C:21]([C:35]([O:37][CH2:10][O:9][C:8]([N:7]([CH:1]3[CH2:6][CH2:5][CH2:4][CH2:3][CH2:2]3)[CH2:13][CH3:14])=[O:12])=[O:36])=[C:22]([S:25]/[CH:26]=[CH:27]\[C:28]3[S:32][CH:31]=[N:30][C:29]=3[CH2:33][OH:34])[C@H:23]([CH3:24])[C@H:19]12)[CH3:17] |f:1.2|. Reported procedure: In the same manner as in step b) in Example 125, 285 mg of the title compound was prepared from 190 mg of chloromethyl N-cyclohexyl-N-ethylcarbamate and 300 mg of sodium (1R,5S,6S)-6-((1R)-1-hydroxyethyl)-2-[[(Z)-2-(4-hydroxymethyl-thiazol-5-yl)ethen-1-yl]thio]-1-methyl-1-carbapen-2-em-3-carboxylate. Reactants: C1=CC2=C(N=C1)N(N=N2)O (HOAt), C(CCl)Cl (EDC), ClC1=NC(=C(C(=N1)N(C)CC=1OC=CC1)F)NN (2-Chloro-5-fluoro-N-(2-furanylmethyl)-6-hydrazino-N-methyl-4-pyrimidinamine), C1(CCCC1)C[C@@H](C(=O)O)CN(OC1OCCCC1)C=O ((2R)-3-cyclopentyl-2-{[formyl(tetrahydro-2H-pyran-2-yloxy)amino]methyl}propanoic acid), CN1CCOCC1 (NMM). Solvent: CN(C)C=O (DMF). Run at time 8 hour. Product: ClC1=NC(=C(C(=N1)NNC([C@@H](CN(C=O)OC1OCCCC1)CC1CCCC1)=O)F)N(C)CC=1OC=CC1 ([(2R)-3-(2-{2-chloro-5-fluoro-6-[(2-furanylmethyl)(methyl)amino]-4-pyrimidinyl}hydrazino)-2-(cyclopentylmethyl)-3-oxopropyl](tetrahydro-2H-pyran-2-yloxy)formamide). The yield is 77.6%. As a reaction SMILES: [Cl:1][C:2]1[N:7]=[C:6]([N:8]([CH2:10][C:11]2[O:12][CH:13]=[CH:14][CH:15]=2)[CH3:9])[C:5]([F:16])=[C:4]([NH:17][NH2:18])[N:3]=1.[CH:19]1([CH2:24][C@H:25]([CH2:29][N:30]([CH:38]=[O:39])[O:31][CH:32]2[CH2:37][CH2:36][CH2:35][CH2:34][O:33]2)[C:26](O)=[O:27])[CH2:23][CH2:22][CH2:21][CH2:20]1.CN1CCOCC1.C1C=NC2N(O)N=NC=2C=1.C(Cl)CCl>CN(C=O)C>[Cl:1][C:2]1[N:3]=[C:4]([NH:17][NH:18][C:26](=[O:27])[C@H:25]([CH2:24][CH:19]2[CH2:20][CH2:21][CH2:22][CH2:23]2)[CH2:29][N:30]([O:31][CH:32]2[CH2:37][CH2:36][CH2:35][CH2:34][O:33]2)[CH:38]=[O:39])[C:5]([F:16])=[C:6]([N:8]([CH2:10][C:11]2[O:12][CH:13]=[CH:14][CH:15]=2)[CH3:9])[N:7]=1. Procedure details: 2-Chloro-5-fluoro-N-(2-furanylmethyl)-6-hydrazino-N-methyl-4-pyrimidinamine (0.400 g) and (2R)-3-cyclopentyl-2-{[formyl(tetrahydro-2H-pyran-2-yloxy)amino]methyl}propanoic acid (0.764 g, 1.770 mmol) were dissolved in DMF. NMM (0.65 mL, 5.912 mmol) was added, followed by HOAt (0.241 g, 1.772 mmol) and EDC (0.3396 g, 1.771 mmol). After stirring overnight, the reaction mixture was purified by RP-HPLC to provide [(2R)-3-(2-{2-chloro-5-fluoro-6-[(2-furanylmethyl)(methyl)amino]-4-pyrimidinyl}hydrazino)... As a reaction SMILES: BrCC(C1C=CC(Cl)=C(S(=O)(=O)N)C=1)=O.CNC(NCC1C=NC=CC=1)=S.Br.[Cl:29][C:30]1[CH:35]=[CH:34][C:33]([C:36]2([OH:50])[CH2:40][S:39][C:38](=[N:41][CH2:42][C:43]3[CH:44]=[N:45][CH:46]=[CH:47][CH:48]=3)[N:37]2[CH3:49])=[CH:32][C:31]=1[S:51](=[O:54])(=[O:53])[NH2:52]>>[Cl:29][C:30]1[CH:35]=[CH:34][C:33]([C:36]2([OH:50])[CH2:40][S:39][C:38](=[N:41][CH2:42][C:43]3[CH:44]=[N:45][CH:46]=[CH:47][CH:48]=3)[N:37]2[CH3:49])=[CH:32][C:31]=1[S:51](=[O:54])(=[O:53])[NH2:52] |f:2.3|. Yields the product ClC1=C(C=C(C=C1)C1(N(C(SC1)=NCC=1C=NC=CC1)C)O)S(N)(=O)=O (4-(4-Chloro-3-sulfamoylphenyl)-3-methyl-2-(3-pyridylmethylimino)-1,3-thiazolidine-4-ol). Procedure details: 4.7 g of 2-bromo-4'-chloro-3'-sulfamoylacetophenone and 2.7 g of 1-methyl-3-(3-pyridylmethyl)-thiourea were reacted as prescribed in Example 23, whereupon the 4-(4-chloro-3-sulfamoylphenyl)-3-methyl-2-(3-pyridylmethylimino)-1,3-thiazolidine-4-ol-hydrobromide precipitated in the form of colorless hygroscopic crystals. The substance was rapidly filtered off, introduced into 30 ml of saturated sodium bicarbonate solution while stirring and the end product was crystallized by trituration. Fair yello... The reactants are BrCC(=O)C1=CC(=C(C=C1)Cl)S(N)(=O)=O (2-bromo-4'-chloro-3'-sulfamoylacetophenone), CNC(=S)NCC=1C=NC=CC1 (1-methyl-3-(3-pyridylmethyl)-thiourea), Br.ClC1=C(C=C(C=C1)C1(N(C(SC1)=NCC=1C=NC=CC1)C)O)S(N)(=O)=O (4-(4-chloro-3-sulfamoylphenyl)-3-methyl-2-(3-pyridylmethylimino)-1,3-thiazolidine-4-ol-hydrobromide). Reactants: C(C)(C)(C)OC(=O)/C=C/CON=C(C(=O)O)C=1N=C(SC1)NC=O (2-(trans-3-tert-butoxycarbonylallyloxyimino)-2-(2-formamidothiazol-4-yl)acetic acid). Reagents/catalysts: [Pd] (palladium on carbon). Run in C(C)(=O)OCC (ethyl acetate), C(C)O (ethanol), O (water). Reaction conditions: time 4 hour. The product is C(C)(C)(C)OC(=O)CCCON=C(C(=O)O)C=1N=C(SC1)NC=O (2-(3-tert-butoxycarbonylpropoxyimino)-2-(2-formamidothiazol-4-yl)acetic acid). The yield is 22.4%. Reaction SMILES: [C:1]([O:5][C:6](/[CH:8]=[CH:9]/[CH2:10][O:11][N:12]=[C:13]([C:17]1[N:18]=[C:19]([NH:22][CH:23]=[O:24])[S:20][CH:21]=1)[C:14]([OH:16])=[O:15])=[O:7])([CH3:4])([CH3:3])[CH3:2]>C(OCC)(=O)C.C(O)C.[Pd].O>[C:1]([O:5][C:6]([CH2:8][CH2:9][CH2:10][O:11][N:12]=[C:13]([C:17]1[N:18]=[C:19]([NH:22][CH:23]=[O:24])[S:20][CH:21]=1)[C:14]([OH:16])=[O:15])=[O:7])([CH3:4])([CH3:2])[CH3:3]. Reported procedure: To a solution of 2-(trans-3-tert-butoxycarbonylallyloxyimino)-2-(2-formamidothiazol-4-yl)acetic acid (syn isomer) (8.0 g) in ethyl acetate (60 ml) and ethanol (60 ml) was added 10% palladium on carbon (4.0 g) moistened in water (3 ml) in a stream of nitrogen atmosphere, followed by subjecting to catalytic reduction under atmospheric pressure for 4 hours. After the catalyst was removed by filtration, the filtrate was evaporated. To the residue were added water and ethyl acetate, followed by adjus...